describe an organic reaction: reactants, conditions, products, and yield From a dataset of the Open Reaction Database (ORD), a public repository of structured organic reaction records. RXN SMILES: C(O[C:6]([N:8]1[CH2:12][C:11](=[CH:13][Cl:14])[CH2:10][C@H:9]1[C:15]([OH:17])=O)=[O:7])(C)(C)C.[Cl:18][C:19]1[CH:29]=[CH:28][C:22]([O:23][CH2:24]C(Cl)=O)=[CH:21][CH:20]=1.[Cl:30][C:31]1[CH:32]=[C:33]([N:38]2[CH2:43][CH2:42][NH:41][CH2:40][CH2:39]2)[CH:34]=[CH:35][C:36]=1[Cl:37]>>[Cl:14][CH:13]=[C:11]1[CH2:12][N:8]([C:6](=[O:7])[CH2:24][O:23][C:22]2[CH:21]=[CH:20][C:19]([Cl:18])=[CH:29][CH:28]=2)[C@H:9]([C:15]([N:41]2[CH2:40][CH2:39][N:38]([C:33]3[CH:34]=[CH:35][C:36]([Cl:37])=[C:31]([Cl:30])[CH:32]=3)[CH2:43][CH2:42]2)=[O:17])[CH2:10]1. Reported procedure: Following the general method as outlined in Example 22, starting from (2S,4EZ)-1-(tert-butoxycarbonyl)-4-(chloromethylene)-2-pyrrolidinecarboxylic acid, (4-chlorophenoxy)acetyl chloride, and 1-(3,4-dichlorophenyl)piperazine the title compound was obtained in 64% purity by LC/MS. MS(ESI+): m/z=543.6. The product is ClC=C1C[C@H](N(C1)C(COC1=CC=C(C=C1)Cl)=O)C(=O)N1CCN(CC1)C1=CC(=C(C=C1)Cl)Cl (1-({(2S,4EZ)-4-(chloromethylene)-1-[(4-chlorophenoxy)acetyl]pyrrolidinyl}-carbonyl)-4-(3,4-dichlorophenyl)piperazine). Reactants: C(C)(C)(C)OC(=O)N1[C@@H](CC(C1)=CCl)C(=O)O ((2S,4EZ)-1-(tert-butoxycarbonyl)-4-(chloromethylene)-2-pyrrolidinecarboxylic acid), ClC1=CC=C(OCC(=O)Cl)C=C1 ((4-chlorophenoxy)acetyl chloride), ClC=1C=C(C=CC1Cl)N1CCNCC1 (1-(3,4-dichlorophenyl)piperazine). Starting materials: Cl.ClC1=CC=C(C=C1)NC=1C=C(SC1SC)C(=N)N (4-[(4-chlorophenyl)amino]-5-methylthiothiophene-2-carboxamidine hydrochloride), ClC1=CC=C(C=C1)NC=1C=C(SC1C)C(=S)OC (methyl 4-[(4-chlorophenyl)amino]-5-methylthiothiophene-2-carboxylate), C[Al](C)C.[NH4+].[Cl-] (AlMe3 NH4Cl). The product is ClC1=CC=C(C=C1)NC=1C=C(SC1SC)C(=N)N (4-[(4-chlorophenyl)amino]-5-methylthiothiophene-2-carboxamidine). Yield: 100.0%. Reaction SMILES: Cl.[Cl:2][C:3]1[CH:8]=[CH:7][C:6]([NH:9][C:10]2[CH:11]=[C:12]([C:17]([NH2:19])=[NH:18])[S:13][C:14]=2[S:15][CH3:16])=[CH:5][CH:4]=1.ClC1C=CC(NC2C=C(C(OC)=S)SC=2C)=CC=1.C[Al](C)C.[NH4+].[Cl-]>>[Cl:2][C:3]1[CH:4]=[CH:5][C:6]([NH:9][C:10]2[CH:11]=[C:12]([C:17]([NH2:19])=[NH:18])[S:13][C:14]=2[S:15][CH3:16])=[CH:7][CH:8]=1 |f:0.1,3.4.5|. Procedure: 4-[(4-chlorophenyl)amino]-5-methylthiothiophene-2-carboxamidine hydrochloride: Using a procedure similar to Example 154, step (b), 11.8 mg (0.037 mmol) of methyl 4-[(4-chlorophenyl)amino]-5-methylthiothiophene-2-carboxylate was allowed to react with 8 equiv (2.96 mmol) of the AlMe3/NH4Cl reagent to afford 13 mg (100%) of 4-[(4-chlorophenyl)amino]-5-methylthiothiophene-2-carboxamidine. 1H NMR (DMSO-d6, 400 MHz) δ 2.41 (s, 3H), 6.91-6.95 (m, 2H) 7.10-7.13 (m, 2H), 7.64 (s, 1H), 7.93 (s, 1H), 8.67 ... Reactants: Cc1cc(CBr)ccc1Br, CC(C)(C)OC(=O)CNS(=O)(=O)c1ccc2c(c1)CCC(C)(C)O2, CC#N. Yields the product Cc1cc(CN(CC(=O)OC(C)(C)C)S(=O)(=O)c2ccc3c(c2)CCC(C)(C)O3)ccc1Br. RXN SMILES: [Br:25][c:26]1[c:27]([CH3:34])[cH:28][c:29]([CH2:32][Br:33])[cH:30][cH:31]1.[CH3:1][C:2]1([CH3:24])[O:3][c:4]2[cH:5][cH:6][c:7]([S:12](=[O:13])(=[O:14])[NH:15][CH2:16][C:17](=[O:18])[O:19][C:20]([CH3:21])([CH3:22])[CH3:23])[cH:8][c:9]2[CH2:10][CH2:11]1.[CH3:35][C:36]#[N:37]>>[CH3:1][C:2]1([CH3:24])[O:3][c:4]2[cH:5][cH:6][c:7]([S:12](=[O:13])(=[O:14])[N:15]([CH2:16][C:17](=[O:18])[O:19][C:20]([CH3:21])([CH3:22])[CH3:23])[CH2:32][c:29]3[cH:28][c:27]([CH3:34])[c:26]([Br:25])[cH:31][cH:30]3)[cH:8][c:9]2[CH2:10][CH2:11]1. Starting materials: C1CCOC1, CCOC(=O)C[Si](C)(C)C, C[Si](C)(C)[N-][Si](C)(C)C, [Li+], O=C(c1ccc(OC2CCCCO2)cc1)c1cnco1. Product: CCOC(=O)C=C(c1ccc(OC2CCCCO2)cc1)c1cnco1. RXN SMILES: [CH2:41]1[O:42][CH2:43][CH2:44][CH2:45]1.[CH3:11][Si:12]([CH3:13])([CH3:14])[CH2:15][C:16](=[O:17])[O:18][CH2:19][CH3:20].[CH3:1][Si:2]([N-:3][Si:4]([CH3:5])([CH3:6])[CH3:7])([CH3:8])[CH3:9].[Li+:10].[o:21]1[cH:22][n:23][cH:24][c:25]1[C:26](=[O:27])[c:28]1[cH:29][cH:30][c:31]([O:34][CH:35]2[O:36][CH2:37][CH2:38][CH2:39][CH2:40]2)[cH:32][cH:33]1>>[CH:15]([C:16](=[O:17])[O:18][CH2:19][CH3:20])=[C:26]([c:25]1[o:21][cH:22][n:23][cH:24]1)[c:28]1[cH:29][cH:30][c:31]([O:34][CH:35]2[O:36][CH2:37][CH2:38][CH2:39][CH2:40]2)[cH:32][cH:33]1. Starting materials: CC(=O)OC(C)OC(=O)Oc1ccc([N+](=O)[O-])cc1, CCO, CCN(C(C)C)C(C)C, O=C(CC1CN(S(=O)(=O)c2cc3cc(Cl)ccc3[nH]2)CCN1C(=O)c1nc2c(s1)CNCC2)N1CCOCC1, Cl. Yields the product CC(=O)OC(C)OC(=O)C1Cc2nc(C(=O)N3CCN(S(=O)(=O)c4cc5cc(Cl)ccc5[nH]4)CC3CC(=O)N3CCOCC3)sc2CN1. RXN SMILES: [C:50]([O:51][CH:52]([CH3:53])[O:54][C:55]([CH3:56])=[O:57])([O:58][c:60]1[cH:61][cH:62][c:63]([N+:64]([O-:65])=[O:66])[cH:67][cH:68]1)=[O:59].[CH3:69][CH2:70][OH:71].[CH:41]([N:42]([CH:43]([CH3:44])[CH3:45])[CH2:46][CH3:47])([CH3:48])[CH3:49].[Cl:2][c:3]1[cH:4][c:5]2[cH:6][c:7]([S:12](=[O:13])(=[O:14])[N:15]3[CH2:16][CH:17]([CH2:32][C:33](=[O:34])[N:35]4[CH2:36][CH2:37][O:38][CH2:39][CH2:40]4)[N:18]([C:21](=[O:22])[c:23]4[s:24][c:25]5[c:30]([n:31]4)[CH2:29][CH2:28][NH:27][CH2:26]5)[CH2:19][CH2:20]3)[nH:8][c:9]2[cH:10][cH:11]1.[ClH:1]>>[Cl:2][c:3]1[cH:4][c:5]2[cH:6][c:7]([S:12](=[O:13])(=[O:14])[N:15]3[CH2:16][CH:17]([CH2:32][C:33](=[O:34])[N:35]4[CH2:36][CH2:37][O:38][CH2:39][CH2:40]4)[N:18]([C:21](=[O:22])[c:23]4[s:24][c:25]5[c:30]([n:31]4)[CH2:29][CH:28]([C:50]([O:51][CH:52]([CH3:53])[O:54][C:55]([CH3:56])=[O:57])=[O:58])[NH:27][CH2:26]5)[CH2:19][CH2:20]3)[nH:8][c:9]2[cH:10][cH:11]1. Starting materials: O[Li].O (LiOH.H2O), COC(=O)C1=NOC(=C1)C1=CC=CC=C1 (5-phenyl-isoxazole-3-carboxylic acid methyl ester), C1CCOC1 (THF), O (H2O). Solvent: CO (methanol). Product: C1(=CC=CC=C1)C1=CC(=NO1)C(=O)O (5-phenyl-isoxazole-3-carboxylic acid). The yield is 84.6%. As a reaction SMILES: O[Li].O.C[O:5][C:6]([C:8]1[CH:12]=[C:11]([C:13]2[CH:18]=[CH:17][CH:16]=[CH:15][CH:14]=2)[O:10][N:9]=1)=[O:7].C1COCC1.O>CO>[C:13]1([C:11]2[O:10][N:9]=[C:8]([C:6]([OH:7])=[O:5])[CH:12]=2)[CH:14]=[CH:15][CH:16]=[CH:17][CH:18]=1 |f:0.1|. Procedure: LiOH.H2O (870 mg, 20.73 mmol) was added to a solution of 5-phenyl-isoxazole-3-carboxylic acid methyl ester (2.8 g, 13.79 mmol) in a mixture of methanol (10 mL), THF (10 mL) and H2O (10 mL). The resulting reaction mixture was stirred for two and half hours at room temperature. The volatiles were then removed and the residue was diluted with water, washed with diethyl ether, acidified with con. HCl and extracted with ethyl acetate. The organic layer was washed with brine solution, dried over Na2SO...